Task: describe an organic reaction: reactants, conditions, products, and yield. Dataset: the Open Reaction Database (ORD), a public repository of structured organic reaction records Starting materials: CC(=O)c1ccc2c(c1)CCc1ccc(C(=O)O)cc1S2, O=C(O)c1ccc2c(c1)Sc1ccccc1CC2. Product: CC(=O)c1ccc2c(c1)CCc1ccc(CO)cc1S2. Reaction SMILES: [C:1]([CH3:2])(=[O:3])[c:4]1[cH:5][cH:6][c:7]2[c:8]([cH:21]1)[CH2:9][CH2:10][c:11]1[c:12]([cH:14][c:15]([C:18](=[O:19])[OH:20])[cH:16][cH:17]1)[S:13]2.[cH:22]1[c:23]2[c:33]([cH:34][c:35]([C:36]([OH:37])=[O:38])[cH:39]1)[S:32][c:31]1[c:26]([cH:27][cH:28][cH:29][cH:30]1)[CH2:25][CH2:24]2>>[C:1]([CH3:2])(=[O:3])[c:4]1[cH:5][cH:6][c:7]2[c:8]([cH:21]1)[CH2:9][CH2:10][c:11]1[c:12]([cH:14][c:15]([CH2:18][OH:19])[cH:16][cH:17]1)[S:13]2. The reactants are NC=1C=C(C(=O)O)C=CC1N (3,4-diaminobenzoic acid), CO (methanol). The product is NC=1C=C(C(=O)OC)C=CC1N (methyl 3,4-diaminobenzoate). RXN SMILES: [NH2:1][C:2]1[CH:3]=[C:4]([CH:8]=[CH:9][C:10]=1[NH2:11])[C:5]([OH:7])=[O:6].[CH3:12]O>>[NH2:1][C:2]1[CH:3]=[C:4]([CH:8]=[CH:9][C:10]=1[NH2:11])[C:5]([O:7][CH3:12])=[O:6]. Reported procedure: To the stirred suspension of commercial 3,4-diaminobenzoic acid (10.3 g) in methanol (150 ml) conc. sulphuric acid (5 ml) was added cautiously. The mixture was stirred under reflux for 3 h. About half of the solvent is removed by distillation and dichloromethane (150 ml) is added. The organic layer was poured in ice water (300 ml) and with vigorous stirring the pH was adjusted to 11 with 10M NaOH. The organic layer was separated and the aqueous layer extracted with dichloromethane (150 ml). The ... The reactants are C(C1CO1)OCCCCCCCC (octyl glycidyl ether), O (water). Reagents/catalysts: [OH-].[Na+] (sodium hydroxide), C(CCCCCCCCCCC)(=O)O (lauric acid). Conditions: temperature 157 celsius. The product is C(C(O)CO)OCCCCCCCC (monooctyl glyceryl ether). Isolated yield 86.0%. RXN SMILES: [CH2:1]([O:5][CH2:6][CH2:7][CH2:8][CH2:9][CH2:10][CH2:11][CH2:12][CH3:13])[CH:2]1[O:4][CH2:3]1.[OH2:14]>C(O)(=O)CCCCCCCCCCC.[OH-].[Na+]>[CH2:1]([O:5][CH2:6][CH2:7][CH2:8][CH2:9][CH2:10][CH2:11][CH2:12][CH3:13])[CH:2]([CH2:3][OH:14])[OH:4] |f:3.4|. Procedure: The crude octyl glycidyl ether (175 g), water (110 g; 6.111 mol), lauric acid (7.10 g; 0.033 mol) and sodium hydroxide (0.71 g; 0.018 mol) were placed in a 2-l autoclave, and the mixture was heated up to 157° C. while stirring it. The mixture was stirred for 5 hours as it was, and was then allowed to cool down to room temperature. The mixture was extracted with ethyl acetate (500 ml), and the extract was washed twice with water (300 ml). The solvent was then distilled off to obtain 165 g of crud... Reactants: Cc1ccc(S(=O)(=O)OCC2CCN(C(=O)OC(C)(C)C)C2)cc1, CC(C)(C)[O-], [K+], C1CCOC1, O. The product is C=C1CCN(C(=O)OC(C)(C)C)C1. Reaction SMILES: [C:7]([CH3:8])([CH3:9])([CH3:10])[O:11][C:12](=[O:13])[N:14]1[CH2:15][CH:16]([CH2:19][O:20][S:21]([c:22]2[cH:23][cH:24][c:25]([CH3:26])[cH:27][cH:28]2)(=[O:29])=[O:30])[CH2:17][CH2:18]1.[CH3:1][C:2]([CH3:3])([O-:4])[CH3:5].[K+:6].[O:32]1[CH2:33][CH2:34][CH2:35][CH2:36]1.[OH2:31]>>[C:7]([CH3:8])([CH3:9])([CH3:10])[O:11][C:12](=[O:13])[N:14]1[CH2:15][C:16](=[CH2:19])[CH2:17][CH2:18]1. Starting materials: BrC1=CC2=C(C=C1)C1(C(N(C3=CC=CC=C13)CCCCC)=O)CO2 (6-bromo-1′-pentylspiro[1-benzofuran-3,3′-indol]-2′(1′H)-one), C(C1=CC=CC=C1)(C1=CC=CC=C1)=N (benzophenone imine), CC(C)([O-])C.[Na+] (sodium t-butoxide), C1(=CC=CC=C1)P(C1=C(C2=CC=CC=C2C=C1)C1=C(C=CC2=CC=CC=C12)P(C1=CC=CC=C1)C1=CC=CC=C1)C1=CC=CC=C1 ((±)-2,2′-bis(diphenylphosphino)-1,1′-binaphthalene). The reagents and catalysts are [Pd].[Pd].C(C1=CC=CC=C1)=CC(=O)C=CC1=CC=CC=C1.C(C1=CC=CC=C1)=CC(=O)C=CC1=CC=CC=C1.C(C1=CC=CC=C1)=CC(=O)C=CC1=CC=CC=C1 (tris(dibenzylideneacetone) dipalladium(0)). Solvent: C1(=CC=CC=C1)C (toluene), ClCCl (dichloromethane). Product: C1(=CC=CC=C1)C(C1=CC=CC=C1)=NC1=CC2=C(C=C1)C1(C(N(C3=CC=CC=C13)CCCCC)=O)CO2 (6-[(diphenylmethylene)amino]-1′-pentylspiro[1-benzofuran-3,3′-indol]-2′(1′H)-one). Reaction SMILES: Br[C:2]1[CH:7]=[CH:6][C:5]2[C:8]3([CH2:23][O:24][C:4]=2[CH:3]=1)[C:16]1[C:11](=[CH:12][CH:13]=[CH:14][CH:15]=1)[N:10]([CH2:17][CH2:18][CH2:19][CH2:20][CH3:21])[C:9]3=[O:22].[C:25](=[NH:38])([C:32]1[CH:37]=[CH:36][CH:35]=[CH:34][CH:33]=1)[C:26]1[CH:31]=[CH:30][CH:29]=[CH:28][CH:27]=1.CC(C)([O-])C.[Na+].C1(P(C2C=CC=CC=2)C2C=CC3C(=CC=CC=3)C=2C2C3C(=CC=CC=3)C=CC=2P(C2C=CC=CC=2)C2C=CC=CC=2)C=CC=CC=1>C1(C)C=CC=CC=1.ClCCl.[Pd].[Pd].C(=CC(C=CC1C=CC=CC=1)=O)C1C=CC=CC=1.C(=CC(C=CC1C=CC=CC=1)=O)C1C=CC=CC=1.C(=CC(C=CC1C=CC=CC=1)=O)C1C=CC=CC=1>[C:26]1([C:25](=[N:38][C:2]2[CH:7]=[CH:6][C:5]3[C:8]4([CH2:23][O:24][C:4]=3[CH:3]=2)[C:16]2[C:11](=[CH:12][CH:13]=[CH:14][CH:15]=2)[N:10]([CH2:17][CH2:18][CH2:19][CH2:20][CH3:21])[C:9]4=[O:22])[C:32]2[CH:33]=[CH:34][CH:35]=[CH:36][CH:37]=2)[CH:31]=[CH:30][CH:29]=[CH:28][CH:27]=1 |f:2.3,7.8.9.10.11|. Procedure details: To a solution of 6-bromo-1′-pentylspiro[1-benzofuran-3,3′-indol]-2′(1′H)-one (0.10 g, 0.26 mmol) in anhydrous toluene (5.00 mL) was added benzophenone imine (0.09 g, 0.52 mmol), sodium t-butoxide (0.03 g, 0.36 mmol), tris(dibenzylideneacetone) dipalladium(0) (0.01 g, 0.07 mmol) and (±)-2,2′-bis(diphenylphosphino)-1,1′-binaphthalene (0.12 g, 0.19 mmol). The reaction mixture was refluxed for 16 h, cooled down to ambient temperature, diluted with dichloromethane (50.0 mL) and filtered through a cel... Reactants: CC(C)(C)OC(=O)NOC(C(=O)OCc1ccccc1)c1ccccc1, CO, Cl, [Na+], [OH-]. The product is CC(C)(C)OC(=O)NOC(C(=O)O)c1ccccc1. As a reaction SMILES: [CH2:1]([c:2]1[cH:3][cH:4][cH:5][cH:6][cH:7]1)[O:8][C:9]([CH:10]([c:11]1[cH:12][cH:13][cH:14][cH:15][cH:16]1)[O:17][NH:18][C:19](=[O:20])[O:21][C:22]([CH3:23])([CH3:24])[CH3:25])=[O:26].[CH3:30][OH:31].[ClH:29].[Na+:28].[OH-:27]>>[O:8]=[C:9]([CH:10]([c:11]1[cH:12][cH:13][cH:14][cH:15][cH:16]1)[O:17][NH:18][C:19](=[O:20])[O:21][C:22]([CH3:23])([CH3:24])[CH3:25])[OH:26].